Dataset: the Open Reaction Database (ORD), a public repository of structured organic reaction records. Task: describe an organic reaction: reactants, conditions, products, and yield The reactants are O=C1CC(CC1)C(=O)O (3-oxocyclopentanecarboxylic acid), S(O)(O)(=O)=O (sulfuric acid), CO (MeOH). The yield is 84.0%. Run at time 1.5 hour. Yields the product O=C1CC(CC1)C(=O)OC (Methyl 3-oxocyclopentanecarboxylate). RXN SMILES: [O:1]=[C:2]1[CH2:6][CH2:5][CH:4]([C:7]([OH:9])=[O:8])[CH2:3]1.S(=O)(=O)(O)O.[CH3:15]O>>[O:1]=[C:2]1[CH2:6][CH2:5][CH:4]([C:7]([O:9][CH3:15])=[O:8])[CH2:3]1. Procedure: A solution of 3-oxocyclopentanecarboxylic acid (13.2 g, 103 mmol), MeOH (130 ml) and 98% sulfuric acid (0.1 ml) was heated under reflux with stirring for 1.5 h. The MeOH was evaporated in vacuo. The residue was dissolved in CH2Cl2 (100 ml) and was washed with 1% sodium bicarbonate (50 ml). The solvent was evaporated in vacuo to give the title compound as a liquid, 12.2 g (84% yield); ir (liq.) νmax : 1730-1740 cm-1 ; 1Hmr (CDCl3) δ: 3.71 (s, 3H, OMe), 3.2 (m, 1H, H-1) and 2.5-1.9 ppm (m, 6H, CH2... Reactants: Cl.O1CCOCC1 (hydrogen chloride dioxane), C(C1=CC=CC=C1)N1C(N([C@@H](C1)C(=O)OC(C)(C)C)C([C@H](C)N[C@@H](CCC1=CC=CC=C1)C(=O)OCC1=CC=CC=C1)=O)=O (tert.-butyl (4S)-1-benzyl-3-{(2S)-2-[N-((1S)-1-benzyloxycarbonyl-3-phenylpropyl)amino]propionyl}-2-oxo-imidazolidine-4-carboxylate). Run at time 8 hour. Product: C(C1=CC=CC=C1)N1C(N([C@@H](C1)C(=O)O)C([C@H](C)N[C@@H](CCC1=CC=CC=C1)C(=O)OCC1=CC=CC=C1)=O)=O ((4S)-1-benzyl-3-{(2S)-2-[N-((1S)-1-benzyloxycarbonyl-3-phenylpropyl)amino]propionyl}-2-oxo-imidazolidine-4-carboxylic acid). Isolated yield 91.9%. As a reaction SMILES: Cl.O1CCOCC1.[CH2:8]([N:15]1[CH2:19][C@@H:18]([C:20]([O:22]C(C)(C)C)=[O:21])[N:17]([C:27](=[O:50])[C@@H:28]([NH:30][C@H:31]([C:40]([O:42][CH2:43][C:44]2[CH:49]=[CH:48][CH:47]=[CH:46][CH:45]=2)=[O:41])[CH2:32][CH2:33][C:34]2[CH:39]=[CH:38][CH:37]=[CH:36][CH:35]=2)[CH3:29])[C:16]1=[O:51])[C:9]1[CH:14]=[CH:13][CH:12]=[CH:11][CH:10]=1>>[CH2:8]([N:15]1[CH2:19][C@@H:18]([C:20]([OH:22])=[O:21])[N:17]([C:27](=[O:50])[C@@H:28]([NH:30][C@H:31]([C:40]([O:42][CH2:43][C:44]2[CH:49]=[CH:48][CH:47]=[CH:46][CH:45]=2)=[O:41])[CH2:32][CH2:33][C:34]2[CH:35]=[CH:36][CH:37]=[CH:38][CH:39]=2)[CH3:29])[C:16]1=[O:51])[C:9]1[CH:10]=[CH:11][CH:12]=[CH:13][CH:14]=1 |f:0.1|. Procedure details: 20 ml of a 13% hydrogen chloride-dioxane solution are added to 1.2 g of tert.-butyl (4S)-1-benzyl-3-{(2S)-2-[N-((1S)-1-benzyloxycarbonyl-3-phenylpropyl)amino]propionyl}-2-oxo-imidazolidine-4-carboxylate, and the mixture is allowed to stand at room temperature overnight. The mixture is concentrated under reduced pressure to remove solvent. Ethyl acetate and water are added to the residue and the mixture is adjusted to pH 5 to 6 with an aqueous sodium bicarbonate solution. The ethyl acetate layer ... Starting materials: BrCC1COc2ccccc2O1, CC#N, [K+], [K+], NC(=O)C1CCCNC1, O=C([O-])[O-], O. Product: NC(=O)C1CCCN(CC2COc3ccccc3O2)C1. Reaction SMILES: [Br:1][CH2:2][CH:3]1[CH2:4][O:5][c:6]2[c:7]([cH:9][cH:10][cH:11][cH:12]2)[O:8]1.[CH3:29][C:30]#[N:31].[K+:22].[K+:23].[NH:13]1[CH2:14][CH:15]([C:19](=[O:20])[NH2:21])[CH2:16][CH2:17][CH2:18]1.[O-:24][C:25]([O-:26])=[O:27].[OH2:28]>>[CH2:2]([CH:3]1[CH2:4][O:5][c:6]2[c:7]([cH:9][cH:10][cH:11][cH:12]2)[O:8]1)[N:13]1[CH2:14][CH:15]([C:19](=[O:20])[NH2:21])[CH2:16][CH2:17][CH2:18]1. Starting materials: C1CCOC1, N#C[Cu], Cc1cc(I)cc2c(=O)oc(=O)[nH]c12, [Pd], c1ccc(P(c2ccccc2)c2ccccc2)cc1, c1ccc(P(c2ccccc2)c2ccccc2)cc1, c1ccc(P(c2ccccc2)c2ccccc2)cc1, c1ccc(P(c2ccccc2)c2ccccc2)cc1. Product: Cc1cc(C#N)cc2c(=O)oc(=O)[nH]c12. As a reaction SMILES: [CH2:18]1[O:19][CH2:20][CH2:21][CH2:22]1.[Cu:15][C:16]#[N:17].[I:1][c:2]1[cH:3][c:4]2[c:5]([nH:6][c:7](=[O:11])[o:8][c:9]2=[O:10])[c:12]([CH3:14])[cH:13]1.[Pd:23].[c:24]1([P:25]([c:26]2[cH:27][cH:28][cH:29][cH:30][cH:31]2)[c:32]2[cH:33][cH:34][cH:35][cH:36][cH:37]2)[cH:38][cH:39][cH:40][cH:41][cH:42]1.[c:43]1([P:44]([c:45]2[cH:46][cH:47][cH:48][cH:49][cH:50]2)[c:51]2[cH:52][cH:53][cH:54][cH:55][cH:56]2)[cH:57][cH:58][cH:59][cH:60][cH:61]1.[c:62]1([P:63]([c:64]2[cH:65][cH:66][cH:67][cH:68][cH:69]2)[c:70]2[cH:71][cH:72][cH:73][cH:74][cH:75]2)[cH:76][cH:77][cH:78][cH:79][cH:80]1.[c:81]1([P:82]([c:83]2[cH:84][cH:85][cH:86][cH:87][cH:88]2)[c:89]2[cH:90][cH:91][cH:92][cH:93][cH:94]2)[cH:95][cH:96][cH:97][cH:98][cH:99]1>>[c:2]1([C:16]#[N:17])[cH:3][c:4]2[c:5]([nH:6][c:7](=[O:11])[o:8][c:9]2=[O:10])[c:12]([CH3:14])[cH:13]1. Reactants: FC1=CC=2C(=NC=3N(C=C(C(C3C2)=O)C(=O)O)C)C=C1F (7,8-difluoro-1-methyl-4-oxo-l,4-dihydrobenzo[b][1,8]naphthyridine-3-carboxylic acid), NC1CNC1 (3-aminoazetidine), O (water). Solvent: CS(=O)C (dimethyl sulphoxide). Run at temperature 95 celsius, time 6 hour. The product is NC1CN(C1)C=1C(=CC=2C(=NC=3N(C=C(C(C3C2)=O)C(=O)O)C)C1)F (8-(3-amino-1-azetidinyl)-7-fluoro-1-methyl-4-oxo1,4-dihydrobenzo[b][1,8]naphthyridine-3-carboxylic acid). Isolated yield 51.2%. Reaction SMILES: [F:1][C:2]1[C:20](F)=[CH:19][C:5]2=[N:6][C:7]3[N:8]([CH3:18])[CH:9]=[C:10]([C:15]([OH:17])=[O:16])[C:11](=[O:14])[C:12]=3[CH:13]=[C:4]2[CH:3]=1.[NH2:22][CH:23]1[CH2:26][NH:25][CH2:24]1.O>CS(C)=O>[NH2:22][CH:23]1[CH2:26][N:25]([C:20]2[C:2]([F:1])=[CH:3][C:4]3[C:5]([CH:19]=2)=[N:6][C:7]2[N:8]([CH3:18])[CH:9]=[C:10]([C:15]([OH:17])=[O:16])[C:11](=[O:14])[C:12]=2[CH:13]=3)[CH2:24]1. Procedure details: A suspension of 1.16 g of 7,8-difluoro-1-methyl-4-oxo-l,4-dihydrobenzo[b][1,8]naphthyridine-3-carboxylic acid and 1.38 g of 3-aminoazetidine in 15 cm3 of dimethyl sulphoxide is heated with stirring to a temperature in the region of 95° C. for 6 hours. After cooling to approximately 20° C., 100 cm3 of water are added to the reaction mixture. The insoluble matter is drained, washed with 3 times 20 cm3 of water, taken up with 100 cm3 of water and treated with 4 cm3 of N methanesulphonic acid. After... The reactants are BrBr, CO, Nc1ccc(Cl)nn1, [Na+], O=C([O-])O. Yields the product Nc1nnc(Cl)cc1Br. Reaction SMILES: [Br:14][Br:15].[CH3:16][OH:17].[Cl:1][c:2]1[cH:3][cH:4][c:5]([NH2:8])[n:6][n:7]1.[Na+:13].[O-:9][C:10]([OH:11])=[O:12]>>[Cl:1][c:2]1[cH:3][c:4]([Br:14])[c:5]([NH2:8])[n:6][n:7]1. Starting materials: C(C)(=O)O[BH-](OC(C)=O)OC(C)=O.[Na+] (Sodium triacetoxyborohydride), N1CCOCC1 (Morpholine), C(C)(=O)O (acetic acid), FC=1C=C(C=CC1F)COC1=C(C(=O)NC=2C=NC=CC2)C=C(C=C1)C=O (2-{[(3,4-Difluorophenyl)methyl]oxy}-5-formyl-N-3-pyridinylbenzamide), C(O)([O-])=O.[Na+] (sodium hydrogencarbonate). Solvent: ClCCCl (DCE), ClCCl (dichloromethane). Run at time 10 minute. Product: FC=1C=C(C=CC1F)COC1=C(C(=O)NC=2C=NC=CC2)C=C(C=C1)CN1CCOCC1 (2-{[(3,4-Difluorophenyl)methyl]oxy}-5-(4-morpholinylmethyl)-N-3-pyridinylbenzamide). RXN SMILES: [NH:1]1[CH2:6][CH2:5][O:4][CH2:3][CH2:2]1.C(O)(=O)C.[F:11][C:12]1[CH:13]=[C:14]([CH2:19][O:20][C:21]2[CH:35]=[CH:34][C:33]([CH:36]=O)=[CH:32][C:22]=2[C:23]([NH:25][C:26]2[CH:27]=[N:28][CH:29]=[CH:30][CH:31]=2)=[O:24])[CH:15]=[CH:16][C:17]=1[F:18].C(O[BH-](OC(=O)C)OC(=O)C)(=O)C.[Na+].C(=O)([O-])O.[Na+]>ClCCCl.ClCCl>[F:11][C:12]1[CH:13]=[C:14]([CH2:19][O:20][C:21]2[CH:35]=[CH:34][C:33]([CH2:36][N:1]3[CH2:6][CH2:5][O:4][CH2:3][CH2:2]3)=[CH:32][C:22]=2[C:23]([NH:25][C:26]2[CH:27]=[N:28][CH:29]=[CH:30][CH:31]=2)=[O:24])[CH:15]=[CH:16][C:17]=1[F:18] |f:3.4,5.6|. Reported procedure: Morpholine (0.05 ml, 0.54 mmol) and acetic acid (0.03 ml, 0.54 mmol) were added to solution of 2-([(3,4-difluorophenyl)methyl]oxy)-5-formyl-N-3-pyridinylbenzamide (may be prepared by Example 80; 200 mg, 0.54 mmol) in DCE (5 ml), and the mixture was stirred at room temperature for 10 min. Sodium triacetoxyborohydride (173 mg, 0.81 mmol) was then added and the mixture was warmed to 50° C. overnight. Saturated sodium hydrogencarbonate (10 ml) was added and the mixture stirred for 10 min before bein...